Dataset: the Open Reaction Database (ORD), a public repository of structured organic reaction records. Task: describe an organic reaction: reactants, conditions, products, and yield Product: FC(C(=O)O)(F)F.O1CCN(CC1)C=1C=2N(C(=CN1)C=1C=CC(=NC1)S(=O)(=O)N)C=C(N2)COC2=NC1=CC=CC=C1C=C2 (5-(8-Morpholino-2-((quinolin-2-yloxy)methyl)imidazo[1,2-a]pyrazin-5-yl)pyridine-2-sulfonamide trifluoroacetic acid salt). Reaction SMILES: Br[C:2]1[N:7]2[CH:8]=[C:9]([CH2:11][O:12][C:13]3[CH:22]=[CH:21][C:20]4[C:15](=[CH:16][CH:17]=[CH:18][CH:19]=4)[N:14]=3)[N:10]=[C:6]2[C:5]([N:23]2[CH2:28][CH2:27][O:26][CH2:25][CH2:24]2)=[N:4][CH:3]=1.C([NH:33][S:34]([C:37]1[CH:42]=[CH:41][C:40](B2OC(C)(C)C(C)(C)O2)=[CH:39][N:38]=1)(=[O:36])=[O:35])(C)(C)C.[C:52]([OH:58])([C:54]([F:57])([F:56])[F:55])=[O:53]>>[F:55][C:54]([F:57])([F:56])[C:52]([OH:58])=[O:53].[O:26]1[CH2:27][CH2:28][N:23]([C:5]2[C:6]3[N:7]([CH:8]=[C:9]([CH2:11][O:12][C:13]4[CH:22]=[CH:21][C:20]5[C:15](=[CH:16][CH:17]=[CH:18][CH:19]=5)[N:14]=4)[N:10]=3)[C:2]([C:40]3[CH:41]=[CH:42][C:37]([S:34]([NH2:33])(=[O:36])=[O:35])=[N:38][CH:39]=3)=[CH:3][N:4]=2)[CH2:24][CH2:25]1 |f:3.4|. Procedure details: Compound 31b was subjected to Suzuki coupling reaction conditions with compound 32b using the methods described in Example 1, Step G, and the resulting product was subjected to TFA deprotection using the methods described in Example 1, Step E, to obtain title compound 86. 1H-NMR (400 MHz, CD3OD) δ (ppm): 8.85 (s, 1H), 8.08-8.15 (m, 2H), 8.03 (d, J=9.0 Hz, 1H), 7.84 (s, 1H), 7.79 (d, J=8.6 Hz, 1H), 7.72 (d, J=7.4 Hz, 1H), 7.59-7.65 (m, 1H), 7.43 (s, 1H), 7.35-7.41 (m, 2H), 6.95 (d, J=9.0 Hz, 1H),... The reactants are BrC1=CN=C(C=2N1C=C(N2)COC2=NC1=CC=CC=C1C=C2)N2CCOCC2 (4-(5-Bromo-2-((quinolin-2-yloxy)methyl)imidazo[1,2-a]pyrazin-8-yl)morpholine), C(C)(C)(C)NS(=O)(=O)C1=NC=C(C=C1)B1OC(C(O1)(C)C)(C)C (N-(tert-Butyl)-5-(4,4,5,5-tetramethyl-1,3,2-dioxaborolan-2-yl)pyridine-2-sulfonamide), C(=O)(C(F)(F)F)O (TFA). Reactants: C1CCOC1, O=C(Cl)c1ccccc1Cl, CCOC(=O)c1csc(N)n1, O, c1ccncc1. The product is CCOC(=O)c1csc(NC(=O)c2ccccc2Cl)n1. Reaction SMILES: [CH2:29]1[O:30][CH2:31][CH2:32][CH2:33]1.[Cl:1][c:2]1[c:3]([C:4](=[O:5])[Cl:6])[cH:7][cH:8][cH:9][cH:10]1.[NH2:11][c:12]1[s:13][cH:14][c:15]([C:17](=[O:18])[O:19][CH2:20][CH3:21])[n:16]1.[OH2:28].[cH:22]1[cH:23][cH:24][n:25][cH:26][cH:27]1>>[Cl:1][c:2]1[c:3]([C:4](=[O:5])[NH:11][c:12]2[s:13][cH:14][c:15]([C:17](=[O:18])[O:19][CH2:20][CH3:21])[n:16]2)[cH:7][cH:8][cH:9][cH:10]1. The reactants are [H][H] (hydrogen), 56, CC1N(CCC(C1)=O)C(=O)OC (methyl 2-methyl-4-oxo-1-piperidinecarboxylate), C1(=CC=CC=C1)CN (benzenemethanamine), CC1=CC=C(C=C1)S(=O)(=O)O (4-methylbenzenesulfonic acid). Reagents/catalysts: [Pd] (palladium-on-charcoal). The solvent is C(C)O (ethanol). Conditions: time 15 minute. The product is NC1CC(N(CC1)C(=O)OC)C (methyl 4-amino-2-methyl-1-piperidine carboxylate). Reaction SMILES: [CH3:1][CH:2]1[CH2:7][C:6](=O)[CH2:5][CH2:4][N:3]1[C:9]([O:11][CH3:12])=[O:10].C1(C[NH2:20])C=CC=CC=1.CC1C=CC(S(O)(=O)=O)=CC=1.[H][H]>[Pd].C(O)C>[NH2:20][CH:6]1[CH2:5][CH2:4][N:3]([C:9]([O:11][CH3:12])=[O:10])[CH:2]([CH3:1])[CH2:7]1. Procedure details: A mixture of 56 parts of methyl 2-methyl-4-oxo-1-piperidinecarboxylate 35.4 parts of benzenemethanamine, 0.1 parts of 4-methylbenzenesulfonic acid and 240 parts of ethanol is stirred for 15 minutes at room temperature. The whole is hydrogenated at normal pressure and at room temperature with 7 parts of palladium-on-charcoal catalyst 10%. After the calculated amount of hydrogen is taken up, the catalyst is filtered off and the filtrate is evaporated. The residue is distilled, yielding methyl 4-am... Reactants: [H][H], O=C1c2cccc([N+](=O)[O-])c2CN1Cc1cccc(C[SiH3])c1, C1CCOC1, [Pd]. The product is Nc1cccc2c1CN(Cc1cccc(C[SiH3])c1)C2=O. As a reaction SMILES: [H:23][H:24].[N+:1]([O-:2])(=[O:3])[c:4]1[c:5]2[c:9]([cH:10][cH:11][cH:12]1)[C:8](=[O:13])[N:7]([CH2:14][c:15]1[cH:16][c:17]([CH2:21][SiH3:22])[cH:18][cH:19][cH:20]1)[CH2:6]2.[O:25]1[CH2:26][CH2:27][CH2:28][CH2:29]1.[Pd:30]>>[NH2:1][c:4]1[c:5]2[c:9]([cH:10][cH:11][cH:12]1)[C:8](=[O:13])[N:7]([CH2:14][c:15]1[cH:16][c:17]([CH2:21][SiH3:22])[cH:18][cH:19][cH:20]1)[CH2:6]2. Starting materials: COc1ccc(C(F)(F)F)cc1C(=O)N=c1sc(C(C)(C)C)cn1CC(C)C, COc1ccc(P2(=S)SP(=S)(c3ccc(OC)cc3)S2)cc1, Cc1ccccc1. The product is COc1ccc(C(F)(F)F)cc1C(=S)N=c1sc(C(C)(C)C)cn1CC(C)C. RXN SMILES: [C:1]([CH3:2])([CH3:3])([CH3:4])[c:5]1[cH:6][n:7]([CH2:25][CH:26]([CH3:27])[CH3:28])[c:8](=[N:10][C:11]([c:12]2[c:13]([O:22][CH3:23])[cH:14][cH:15][c:16]([C:18]([F:19])([F:20])[F:21])[cH:17]2)=[O:24])[s:9]1.[CH3:29][O:30][c:31]1[cH:32][cH:33][c:34]([P:35]2(=[S:36])[S:37][P:39](=[S:40])([c:41]3[cH:42][cH:43][c:44]([O:45][CH3:46])[cH:47][cH:48]3)[S:38]2)[cH:49][cH:50]1.[CH3:51][c:52]1[cH:53][cH:54][cH:55][cH:56][cH:57]1>>[C:1]([CH3:2])([CH3:3])([CH3:4])[c:5]1[cH:6][n:7]([CH2:25][CH:26]([CH3:27])[CH3:28])[c:8](=[N:10][C:11]([c:12]2[c:13]([O:22][CH3:23])[cH:14][cH:15][c:16]([C:18]([F:19])([F:20])[F:21])[cH:17]2)=[S:38])[s:9]1. The reactants are C(#N)C(CCC(=O)OC)(CCC(=O)[O-])C1=CC(=C(C=C1)Cl)Cl (Methyl 4-cyano-4-(3,4-dichlorophenyl)heptanedioate). Reagents/catalysts: [Ni] (Raney nickel). The solvent is COCCO (2-methoxyethanol). Run at time 3 day. Product: ClC=1C=C(C=CC1Cl)C1(CCC(NC1)=O)CCC(=O)OC (Methyl 3-[5-(3,4-dichlorophenyl)-2-oxopiperid-5-yl]propionate), oil. RXN SMILES: [C:1]([C:3]([C:15]1[CH:20]=[CH:19][C:18]([Cl:21])=[C:17]([Cl:22])[CH:16]=1)([CH2:10][CH2:11][C:12]([O-])=[O:13])[CH2:4][CH2:5][C:6]([O:8][CH3:9])=[O:7])#[N:2]>COCCO.[Ni]>[Cl:22][C:17]1[CH:16]=[C:15]([C:3]2([CH2:4][CH2:5][C:6]([O:8][CH3:9])=[O:7])[CH2:1][NH:2][C:12](=[O:13])[CH2:11][CH2:10]2)[CH:20]=[CH:19][C:18]=1[Cl:21]. Reported procedure: 40 g of the compound prepared in step A are dissolved in 500 ml of 2-methoxyethanol, 2 g of Raney nickel are added and the mixture is hydrogenated at 40° C. under atmospheric pressure for 3 days. It is filtered and evaporated to give the expected product in the form of an oil (39 g).